From a dataset of the Open Reaction Database (ORD), a public repository of structured organic reaction records. describe an organic reaction: reactants, conditions, products, and yield The reactants are C1(=C(C=CC=C1)[Mg]Cl)C (o-tolylmagnesium chloride), ClC=1C2=C(N=CN1)N(C=C2I)S(=O)(=O)C2=CC=C(C=C2)C (4-chloro-5-iodo-7-(toluene-4-sulfonyl)-7H-pyrrolo[2,3-d]pyrimidine), C(C)(C)[Mg]Cl (Isopropylmagnesium chloride), C(C1=CC=CC=C1)OC(NC1=C(C(=C(C=C1)F)C=O)F)=O ((2,4-difluoro-3-formyl-phenyl)-carbamic acid benzyl ester), ClC=1C2=C(N=CN1)N(C=C2I)S(=O)(=O)C2=CC=C(C=C2)C (4-chloro-5-iodo-7-(toluene-4-sulfonyl)-7H-pyrrolo[2,3-d]pyrimidine). Run in O1CCCC1 (tetrahydrofuran). Conditions: temperature -50 celsius. The product is C(C1=CC=CC=C1)OC(NC1=C(C(=C(C=C1)F)C(O)C1=CN(C=2N=CN=C(C21)Cl)S(=O)(=O)C2=CC=C(C=C2)C)F)=O ((3-{[4-chloro-7-(toluene-4-sulfonyl)-7H-pyrrolo[2,3-d]pyrimidin-5-yl]-hydroxy-methyl}-2,4-difluoro-phenyl)-carbamic acid benzyl ester). The yield is 26.9%. Reaction SMILES: [Cl:1][C:2]1[C:3]2[C:10](I)=[CH:9][N:8]([S:12]([C:15]3[CH:20]=[CH:19][C:18]([CH3:21])=[CH:17][CH:16]=3)(=[O:14])=[O:13])[C:4]=2[N:5]=[CH:6][N:7]=1.C([Mg]Cl)(C)C.[CH2:27]([O:34][C:35](=[O:47])[NH:36][C:37]1[CH:42]=[CH:41][C:40]([F:43])=[C:39]([CH:44]=[O:45])[C:38]=1[F:46])[C:28]1[CH:33]=[CH:32][CH:31]=[CH:30][CH:29]=1.C1(C)C=CC=CC=1[Mg]Cl>O1CCCC1>[CH2:27]([O:34][C:35](=[O:47])[NH:36][C:37]1[CH:42]=[CH:41][C:40]([F:43])=[C:39]([CH:44]([C:10]2[C:3]3[C:2]([Cl:1])=[N:7][CH:6]=[N:5][C:4]=3[N:8]([S:12]([C:15]3[CH:20]=[CH:19][C:18]([CH3:21])=[CH:17][CH:16]=3)(=[O:14])=[O:13])[CH:9]=2)[OH:45])[C:38]=1[F:46])[C:28]1[CH:33]=[CH:32][CH:31]=[CH:30][CH:29]=1. Procedure details: In a round bottom flask, 4-chloro-5-iodo-7-(toluene-4-sulfonyl)-7H-pyrrolo[2,3-d]pyrimidine (29, 1.549 g, 3.572 mmol) is combined with 25.0 mL of tetrahydrofuran and the solution is cooled to −50° C. under nitrogen. Isopropylmagnesium chloride (2.76 mL, 2.0 M in tetrahydrofuran, 5.00 mmol) is added slowly and the reaction is allowed to warm to 5° C. over 70 minutes, then cooled to −45° C. In a separate vessel, (2,4-difluoro-3-formyl-phenyl)-carbamic acid benzyl ester (33, 805 mg, 2.76 mmol) in 5... Reactants: C(=O)([O-])[C@H](O)[C@@H](O)C(=O)[O-].[Na+].[Na+] (sodium L(+)-tartrate), C(=O)([O-])[C@H](O)[C@@H](O)C(=O)[O-].[Ca+2] (calcium L(+)-tartrate). Product: C([C@H](O)[C@@H](O)C(=O)O)(=O)O (L(+)-tartaric acid). Reaction SMILES: [C:1]([C@@H:4]([C@H:6]([C:8]([O-:10])=[O:9])[OH:7])[OH:5])([O-:3])=[O:2].[Na+].[Na+].C([C@@H]([C@H](C([O-])=O)O)O)([O-])=O.[Ca+2]>>[C:8]([OH:10])(=[O:9])[C@@H:6]([C@H:4]([C:1]([OH:3])=[O:2])[OH:5])[OH:7] |f:0.1.2,3.4|. Reported procedure: The experiment of Example 1 was repeated by following the same procedure, except the strain of Acetobacter curtus No. 21 (FERM-P No. 2881) was used in place of the strain of Acetobacter curtus No. 4. From the culture broth, clean microbic cells were obtained by following the procedure of Example 3. The clean cells were suspended in about 30 ml of acetone and then subjected to centrifugation. This cleaning of the cells with acetone was repeated to give a total of three cycles. The clean cell was ...